Dataset: the Open Reaction Database (ORD), a public repository of structured organic reaction records. Task: describe an organic reaction: reactants, conditions, products, and yield Reactants: COC1=C(CCl)C=C(C=C1)OC (2,5-dimethoxybenzyl chloride), powder, [Zn] (zinc), NC1=C(C#N)C=C(C=C1)I (2-amino-5-iodobenzonitrile). Solvent: C1CCOC1 (THF). The product is [Cl-].COC1=C(C[Zn+])C=C(C=C1)OC (2,5-Dimethoxybenzylzinc chloride). As a reaction SMILES: [CH3:1][O:2][C:3]1[CH:10]=[CH:9][C:8]([O:11][CH3:12])=[CH:7][C:4]=1[CH2:5][Cl:6].[Zn:13].NC1C=CC(I)=CC=1C#N>C1COCC1>[Cl-:6].[CH3:1][O:2][C:3]1[CH:10]=[CH:9][C:8]([O:11][CH3:12])=[CH:7][C:4]=1[CH2:5][Zn+:13] |f:4.5|. Procedure: 2,5-Dimethoxybenzylzinc chloride was prepared from 2,5-dimethoxybenzyl chloride (746 mg, 4 mmol) and reactive metallic zinc suspension (0.76 M in THF, 6.3 mL, 4.8 mmol). The supernatant was transferred via a cannula into a solution of 9 (366 g, 1.5 mmol) in THF, followed by the usual workup; pale-yellow powder (280 mg, 69%): mp 90-92° C.; 1H NMR (CDCl3) δ 3.74 (s, 3H, OMe), 3.76 (s, 3H, OMe), 3.80 (s, 2H, CH2), 4.66 (br s, 2H, NH2), 6.63 (d, 1H, J=2.8 Hz, H-6′), 6.70 (d, J=8.4 Hz, 1H, H-3), 6.72... Reaction SMILES: [CH2:15]([c:16]1[cH:17][cH:18][cH:19][cH:20][cH:21]1)[O:22][c:23]1[cH:24][c:25]([N+:30](=[O:31])[O-:32])[c:26]([F:29])[cH:27][cH:28]1.[H-:13].[Na+:14].[O:1]=[C:2]1[NH:3][CH2:4][CH2:5][CH:6]1[CH2:7][C:8](=[O:9])[O:10][CH2:11][CH3:12].[O:34]=[CH:35][N:36]([CH3:37])[CH3:38].[OH2:33]>>[O:1]=[C:2]1[N:3]([c:26]2[c:25]([N+:30](=[O:31])[O-:32])[cH:24][c:23]([O:22][CH2:15][c:16]3[cH:17][cH:18][cH:19][cH:20][cH:21]3)[cH:28][cH:27]2)[CH2:4][CH2:5][CH:6]1[CH2:7][C:8](=[O:9])[O:10][CH2:11][CH3:12]. The reactants are O=[N+]([O-])c1cc(OCc2ccccc2)ccc1F, [H-], [Na+], CCOC(=O)CC1CCNC1=O, CN(C)C=O, O. Yields the product CCOC(=O)CC1CCN(c2ccc(OCc3ccccc3)cc2[N+](=O)[O-])C1=O. Run in CN(C)C=O (DMF), O (water). Procedure: Ethyl mercaptan (0.25 g, 3.30 mmol) and sodium hydride (60% in oil, 0.15 g, 3.60 mmol) were dissolved in DMF (30 ml), and 6-(4-oxo-4H-1,3-benzothiazin-2-yl)-2-pyridylmethanesulfonate (1.05 g, 3.00 mmol) was added thereto. The reaction mixture was stirred at room temperature for 18 hrs and combined with ethyl acetate and water. The organic layer was washed with saturated brine and dried over magnesium sulfate. The solvent was evaporated, and the residue was recrystallized from n-hexane-ethyl acet... Product: C(C)SCC1=CC=CC(=N1)C=1SC2=C(C(N1)=O)C=CC=C2 (2-[6-[(Ethylthio)methyl]-2-pyridyl]-4H-1,3-benzothiazine-4-one). The yield is 24.4%. Conditions: time 18 hour. Starting materials: O=C1N=C(SC2=C1C=CC=C2)C2=CC=CC(=N2)CS(=O)(=O)[O-] (6-(4-oxo-4H-1,3-benzothiazin-2-yl)-2-pyridylmethanesulfonate), C(C)(=O)OCC (ethyl acetate), C(C)S (Ethyl mercaptan), [H-].[Na+] (sodium hydride). RXN SMILES: [CH2:1]([SH:3])[CH3:2].[H-].[Na+].[O:6]=[C:7]1[C:12]2[CH:13]=[CH:14][CH:15]=[CH:16][C:11]=2[S:10][C:9]([C:17]2[N:22]=[C:21]([CH2:23]S([O-])(=O)=O)[CH:20]=[CH:19][CH:18]=2)=[N:8]1.C(OCC)(=O)C>CN(C=O)C.O>[CH2:1]([S:3][CH2:23][C:21]1[N:22]=[C:17]([C:9]2[S:10][C:11]3[CH:16]=[CH:15][CH:14]=[CH:13][C:12]=3[C:7](=[O:6])[N:8]=2)[CH:18]=[CH:19][CH:20]=1)[CH3:2] |f:1.2|. Starting materials: C(C)(=O)N[C@H](C(=O)O)COC1OCCCC1 ((2S)-2-acetylamino-3-(tetrahydropyran-2-yl)oxypropionic acid), [N+](=O)(O)[O-].[N+](=O)([O-])OCCN (2-nitrooxyethylamine nitrate). The product is [N+](=O)([O-])OCCNC([C@@H](COC1OCCCC1)NC(C)=O)=O ((2R)-N-(2-Nitrooxyethyl)-2-acetylamino-3-(tetrahydropyran-2-yl)oxypropanamide). Isolated yield 29.8%. Reaction SMILES: [C:1]([NH:4][C@@H:5]([CH2:9][O:10][CH:11]1[CH2:16][CH2:15][CH2:14][CH2:13][O:12]1)[C:6]([OH:8])=O)(=[O:3])[CH3:2].[N+]([O-])(O)=O.[N+:21]([O:24][CH2:25][CH2:26][NH2:27])([O-:23])=[O:22]>>[N+:21]([O:24][CH2:25][CH2:26][NH:27][C:6](=[O:8])[C@H:5]([NH:4][C:1](=[O:3])[CH3:2])[CH2:9][O:10][CH:11]1[CH2:16][CH2:15][CH2:14][CH2:13][O:12]1)([O-:23])=[O:22] |f:1.2|. Procedure details: The procedures of Example 1 were analogously repeated using 1.07 g of (2S)-2-acetylamino-3-(tetrahydropyran-2-yl)oxypropionic acid and 0.94 g of 2-nitrooxyethylamine nitrate to give 0.44 g of the title compound as pale yellow crystals. Starting materials: Cl.NC(=N)N (guanidine hydrochloride), [OH-].[Na+] (NaOH), COC(C1=CC=C(C=C1)C(C=CN(C)C)=O)=O (4-(3-Dimethylamino-acryloyl)-benzoic acid methyl ester). Solvent: CO (MeOH). Reaction conditions: temperature 80 celsius, time 24 hour. The product is OC1=NC=CC(=N1)C1=CC=C(C(=O)O)C=C1 (4-(2-hydroxy-pyrimidin-4-yl)-benzoic acid). As a reaction SMILES: C[O:2][C:3](=[O:17])[C:4]1[CH:9]=[CH:8][C:7]([C:10](=O)[CH:11]=[CH:12]N(C)C)=[CH:6][CH:5]=1.Cl.[NH2:19][C:20]([NH2:22])=N.[OH-:23].[Na+]>CO>[OH:23][C:20]1[N:22]=[C:10]([C:7]2[CH:8]=[CH:9][C:4]([C:3]([OH:17])=[O:2])=[CH:5][CH:6]=2)[CH:11]=[CH:12][N:19]=1 |f:1.2,3.4|. Procedure details: To a suspension of 4-(3-Dimethylamino-acryloyl)-benzoic acid methyl ester (1 g, 4.29 mmol; Prepared according to the method reported by S. Murahashi et al. Bulletin of the Chemical Society of Japan, 1987, 60, 3285) in MeOH (8.5 mL) is added guanidine hydrochloride (1.23 g, 12.86 mmol) and NaOH (412 mg, 10.3 mmol). The mixture is stirred at 80° C. for 24 h and then cooled down to room temperature. The mixture is concentrated and treated with H2SO4/H2O (1:1, 20 mL) and heated to 120° C. for 14 h. ... The reactants are Cl (hydrochloride), NOCC(=O)O (aminooxyacetic acid), Cl (hydrochloride), NC1C(N2C1SCC1=C2C(OC1O)=O)=O (6-amino-1,4,5a,6-tetrahydro-3-hydroxy-1,7-dioxo-3H,7H-azeto[2,1-b]furo[3,4-d][1,3]thiazin). Run in O (water). Conditions: time 8 hour. The product is NC1[C@@H]2N(C(=C(CS2)C=NOCC(=O)O)C(=O)O)C1=O (7-Amino-3-[[(carboxymethoxy)imino]methyl]-3-cephem-4-carboxylic acid). As a reaction SMILES: Cl.[NH2:2][O:3][CH2:4][C:5]([OH:7])=[O:6].[NH2:8][CH:9]1[CH:12]2[S:13][CH2:14][C:15]3[CH:19](O)[O:18][C:17](=[O:21])[C:16]=3[N:11]2[C:10]1=[O:22]>O>[NH2:8][CH:9]1[C:10](=[O:22])[N:11]2[C:16]([C:17]([OH:21])=[O:18])=[C:15]([CH:19]=[N:2][O:3][CH2:4][C:5]([OH:7])=[O:6])[CH2:14][S:13][C@H:12]12. Procedure: A solution of 1.86 g of the hydrochloride of aminooxyacetic acid in 20 ml of water is treated under stirring at 0° with 3.16 g of the hydrochloride of 6-amino-1,4,5a,6-tetrahydro-3-hydroxy-1,7-dioxo-3H,7H-azeto[2,1-b]furo[3,4-d][1,3]thiazin. The mixture is stirred for ca. 8 hours at 0°. 7-Amino-3-[[(carboxymethoxy)imino]methyl]-3-cephem-4-carboxylic acid precipitates in form of colourless crystals, which are filtered off, washed with 5 ml of cold water and 5 ml of acetone and dried.